From a dataset of the Open Reaction Database (ORD), a public repository of structured organic reaction records. describe an organic reaction: reactants, conditions, products, and yield Product: COc1cccc(-c2cncc(N(C(=O)OC(C)(C)C)c3ccc(Cl)cc3)n2)n1. Reactants: [Br-], CC(C)(C)OC(=O)N(c1ccc(Cl)cc1)c1cncc(Cl)n1, COc1cccc([Zn+])n1. Reaction SMILES: [Br-:23].[C:1]([CH3:2])([CH3:3])([CH3:4])[O:5][C:6]([N:7]([c:8]1[n:9][c:10]([Cl:14])[cH:11][n:12][cH:13]1)[c:15]1[cH:16][cH:17][c:18]([Cl:21])[cH:19][cH:20]1)=[O:22].[CH3:24][O:25][c:26]1[cH:27][cH:28][cH:29][c:30]([Zn+:32])[n:31]1>>[C:1]([CH3:2])([CH3:3])([CH3:4])[O:5][C:6]([N:7]([c:8]1[n:9][c:10](-[c:30]2[cH:29][cH:28][cH:27][c:26]([O:25][CH3:24])[n:31]2)[cH:11][n:12][cH:13]1)[c:15]1[cH:16][cH:17][c:18]([Cl:21])[cH:19][cH:20]1)=[O:22]. Starting materials: C(C)(=O)C1=C(C(=C(C=2C(COC21)C2=CC=C(C=C2)C(C)C)C)NC(CC(C)(C)C)=O)C (N-(7-acetyl-3-(4-isopropylphenyl)-4,6-dimethyl-2,3-dihydro-1-benzofuran-5-yl)-3,3-dimethylbutanamide), C(C)(=O)OCC.CCCCCC (ethyl acetate hexane). Yields the product OC(C)(C)C1=C(C(=C(C=2C(COC21)C2=CC=C(C=C2)C(C)C)C)NC(CC(C)(C)C)=O)C (N-(7-(1-Hydroxy-1-methylethyl)-3-(4-isopropylphenyl)-4,6-dimethyl-2,3-dihydro-1-benzofuran-5-yl)-3,3-dimethylbutanamide). The yield is 34.0%. Reaction SMILES: [C:1]([C:4]1[C:12]2[O:11][CH2:10][CH:9]([C:13]3[CH:18]=[CH:17][C:16]([CH:19]([CH3:21])[CH3:20])=[CH:15][CH:14]=3)[C:8]=2[C:7]([CH3:22])=[C:6]([NH:23][C:24](=[O:30])[CH2:25][C:26]([CH3:29])([CH3:28])[CH3:27])[C:5]=1[CH3:31])(=[O:3])[CH3:2].[C:32](OCC)(=O)C.CCCCCC>>[OH:3][C:1]([C:4]1[C:12]2[O:11][CH2:10][CH:9]([C:13]3[CH:18]=[CH:17][C:16]([CH:19]([CH3:20])[CH3:21])=[CH:15][CH:14]=3)[C:8]=2[C:7]([CH3:22])=[C:6]([NH:23][C:24](=[O:30])[CH2:25][C:26]([CH3:29])([CH3:28])[CH3:27])[C:5]=1[CH3:31])([CH3:32])[CH3:2] |f:1.2|. Procedure: Using N-(7-acetyl-3-(4-isopropylphenyl)-4,6-dimethyl-2,3-dihydro-1-benzofuran-5-yl)-3,3-dimethylbutanamide obtained in Example 32, the title compound was synthesized in the same manner as in Example 22. Yield: 34%. Melting point: 133-134° C. (ethyl acetate-hexane).